Dataset: the Open Reaction Database (ORD), a public repository of structured organic reaction records. Task: describe an organic reaction: reactants, conditions, products, and yield The reactants are [OH-].[NH4+] (ammonium hydroxide), C1(=CC=C(C=C1)S(=O)(=O)Cl)C (p-toluenesulfonyl chloride), N1=C2C3=C(C=NC2=CC=C1)N=C1N3CCN1C(=O)OC(C)(C)C (tert-butyl 9,10-dihydro-8H-imidazo[1′,2′:1,2]imidazo[4,5-c][1,5]naphthyridine-8-carboxylate), C1=CC(=CC(=C1)Cl)C(=O)OO (MCPBA), C1=CC(=CC(=C1)Cl)C(=O)OO (MCPBA). Run in ClCCl (dichloromethane). Conditions: time 2 hour. Yields the product NC1=NC2=CC=CN=C2C2=C1N=C1N2CCN1C(=O)OC(C)(C)C (tert-butyl 6-amino-9,10-dihydro-8H-imidazo[1′,2′:1,2]imidazo[4,5-c][1,5]naphthyridine-8-carboxylate). As a reaction SMILES: [N:1]1[CH:10]=[CH:9][CH:8]=[C:7]2[C:2]=1[C:3]1[N:13]3[CH2:14][CH2:15][N:16]([C:17]([O:19][C:20]([CH3:23])([CH3:22])[CH3:21])=[O:18])[C:12]3=[N:11][C:4]=1[CH:5]=[N:6]2.C1C=C(Cl)C=C(C(OO)=O)C=1.[OH-].[NH4+:36].C1(C)C=CC(S(Cl)(=O)=O)=CC=1>ClCCl>[NH2:36][C:5]1[C:4]2[N:11]=[C:12]3[N:16]([C:17]([O:19][C:20]([CH3:23])([CH3:22])[CH3:21])=[O:18])[CH2:15][CH2:14][N:13]3[C:3]=2[C:2]2[C:7](=[CH:8][CH:9]=[CH:10][N:1]=2)[N:6]=1 |f:2.3|. Procedure details: A solution of tert-butyl 9,10-dihydro-8H-imidazo[1′,2′:1,2]imidazo[4,5-c][1,5]naphthyridine-8-carboxylate (1 g, 3 mmol) in dichloromethane (100 mL) was treated with MCPBA (1 g, 77% purity), and the reaction was stirred for two hours. Analysis by LC/MS indicated the presence of starting material, and additional MCPBA (1 g) was added. The next day, the reaction cooled in an ice bath and was treated with 100 mL of concentrated ammonium hydroxide. The reaction was stirred for several minutes, and th... Starting materials: O[C@H](C(=O)O)C(C)C ((S)-2-hydroxy-3-methyl-butyric acid), C=1C=CC2=C(C1)N=NN2O (HOBT), C(CCl)Cl (EDC), NCC1(CCCC1)C(=O)OC (methyl 1-(aminomethyl)cyclopentanecarboxylate), CCN(C(C)C)C(C)C (iPr2NEt). RXN SMILES: [OH:1][C@@H:2]([CH:6]([CH3:8])[CH3:7])[C:3](O)=[O:4].C1C=CC2N(O)N=NC=2C=1.C(Cl)CCl.[NH2:23][CH2:24][C:25]1([C:30]([O:32][CH3:33])=[O:31])[CH2:29][CH2:28][CH2:27][CH2:26]1.CCN(C(C)C)C(C)C>C(Cl)Cl.CN(C=O)C.O>[OH:1][C@@H:2]([CH:6]([CH3:8])[CH3:7])[C:3]([NH:23][CH2:24][C:25]1([C:30]([O:32][CH3:33])=[O:31])[CH2:29][CH2:28][CH2:27][CH2:26]1)=[O:4] |f:5.6|. Run in C(Cl)Cl.CN(C)C=O (CH2Cl2 DMF), O (water). The yield is 72.5%. The product is O[C@H](C(=O)NCC1(CCCC1)C(=O)OC)C(C)C (methyl 1-[(2-(S)-hydroxy-3-methylbutanoylamino)methyl]cyclopentanecarboxylate). Conditions: time 10 minute. Reported procedure: To a solution of (S)-2-hydroxy-3-methyl-butyric acid (300 mg, 2.5 mmol) in CH2Cl2/DMF (5:1, 20 mL) at 0° C. was added HOBT (382 mg, 2.5 mmol) and EDC (477 mg, 2.5 mmol). The mixture was stirred for 10 min then methyl 1-(aminomethyl)cyclopentanecarboxylate (321 mg, 2.25 mmol) and iPr2NEt (0.5 mL, 2.5 mmol) were added and stirring was continued for 3 h. The reaction was diluted with water and extracted with EtOAc. The combined extracts were washed with water, 1N HCl, sat'd NaHCO3, dried over magne... Starting materials: COCC(CC)N (1-methoxymethyl-propylamine), C(=O)([O-])[O-].[K+].[K+] (K2CO3), C(=O)(OCC1=CC=CC=C1)Cl (CBZ-Cl). Run in O1CCOCC1 (dioxane). Run at temperature 0 celsius, time 3 hour. Yields the product C(C1=CC=CC=C1)OC(NC(CC)COC)=O ((1-methoxymethyl-propyl)-carbamic acid benzyl ester). Isolated yield 76.0%. RXN SMILES: [CH3:1][O:2][CH2:3][CH:4]([NH2:7])[CH2:5][CH3:6].C([O-])([O-])=O.[K+].[K+].[C:14](Cl)([O:16][CH2:17][C:18]1[CH:23]=[CH:22][CH:21]=[CH:20][CH:19]=1)=[O:15]>O1CCOCC1>[CH2:17]([O:16][C:14](=[O:15])[NH:7][CH:4]([CH2:3][O:2][CH3:1])[CH2:5][CH3:6])[C:18]1[CH:23]=[CH:22][CH:21]=[CH:20][CH:19]=1 |f:1.2.3|. Reported procedure: To a solution of 1-methoxymethyl-propylamine (2.50 g, 24.3 mmol, 1.0 eq.) in dioxane (15 mL) was added an aqueous solution of K2CO3 (15 g in 15 mL of H2O) and the mixture was cooled to 0° C. CBZ-Cl (4.16 mL, 1.2 eq.) was then introduced and, the resulting mixture was warmed to room temperature and stirred for 3 h, extracted with EtOAc. The combined organic phase was dried over Na2SO4, filtered and concentrated. The residue was purified by chromatography (hexanes to 40% EtOAc/hexanes) to give (1-... The reactants are C[O-].[Na+] (Sodium methoxide), ClC1=C(C(=C(C(=O)OC)C=C1)F)SC (methyl 4-chloro-2-fluoro-3-(methylsulphenyl)benzoate), O (Water). Run in O1CCCC1 (tetrahydrofuran). Run at time 8 hour. The product is ClC1=C(C(=C(C(=O)OC)C=C1)OC)SC (methyl 4-chloro-2-methoxy-3-(methylsulphenyl)benzoate). Isolated yield 84.7%. Reaction SMILES: [CH3:1][O-:2].[Na+].[Cl:4][C:5]1[CH:14]=[CH:13][C:8]([C:9]([O:11][CH3:12])=[O:10])=[C:7](F)[C:6]=1[S:16][CH3:17].O>O1CCCC1>[Cl:4][C:5]1[CH:14]=[CH:13][C:8]([C:9]([O:11][CH3:12])=[O:10])=[C:7]([O:2][CH3:1])[C:6]=1[S:16][CH3:17] |f:0.1|. Procedure: Sodium methoxide (5.6 g) was added to a solution of methyl 4-chloro-2-fluoro-3-(methylsulphenyl)benzoate (85% pure, 19.2 g) in dry tetrahydrofuran and the mixture was stirred at room temperature overnight. Water was added and the mixture was extracted with ether, dried (MgSO4) and filtered. The filtrate was evaporated to dryness to give methyl 4-chloro-2-methoxy-3-(methylsulphenyl)benzoate (17.1 g) as a yellow oil NMR (CDCl3) 2.5(s,3H), 3.95(s,3H), 4.0(s,3H), 7.25(d,1H), 7.65(d, 1H) contaminated...